The task is: describe an organic reaction: reactants, conditions, products, and yield. This data is from the Open Reaction Database (ORD), a public repository of structured organic reaction records. Reactants: C#CCCCC (1-hexyne), C1(=CC=CC=C1)C#C (phenylacetylene), ClC1=CC=C(C#N)C=C1 (4-chlorobenzonitrile). The reagents and catalysts are C(#CCCCC)C1=CC=C(C=C1)C#CCCCC (1,4-bis(1-hexynyl)benzene). Run in C(C1=CC=CC=C1)#N (benzonitrile). Reaction conditions: time 20 hour. Yields the product ClC1=CC=C(C=C1)C#CCCCC (1-chloro-4-(1-hexynyl)benzene). The yield is 64.5%. Reaction SMILES: [CH:1]#[C:2][CH2:3][CH2:4][CH2:5]C.C1(C#C)C=CC=CC=1.[Cl:15][C:16]1[CH:23]=[CH:22][C:19]([C:20]#N)=[CH:18][CH:17]=1>C(C1C=CC(C#CCCCC)=CC=1)#CCCCC.C(#N)C1C=CC=CC=1>[Cl:15][C:16]1[CH:23]=[CH:22][C:19]([C:20]#[C:1][CH2:2][CH2:3][CH2:4][CH3:5])=[CH:18][CH:17]=1. Reported procedure: The procedure was identical to Example 2, with the exception that 1-hexyne (0.450 ml; 0.329 g; 4.00 mmol) was used as a substrate instead of phenylacetylene and 4-chlorobenzonitrile (0.275 g; 2.00 mmol) was used as a substrate instead of benzonitrile. GC analysis of the organic phase of the hydrolyzed reaction sample after 20 h at 65° C. showed the presence of 1.29 mmol (65% yield) of 1-chloro-4-(1-hexynyl)benzene, 0.10 mmol 1,4-bis(1-hexynyl)benzene and no remaining 4-chlorobenzonitrile in the ... Starting materials: CO, COC(=O)C1CC(O)CN1c1nc(N2CCN(c3ccc(Cl)cc3)CC2)nc2c1S(=O)CC2, [Na+], [OH-]. Product: O=C(O)C1CC(O)CN1c1nc(N2CCN(c3ccc(Cl)cc3)CC2)nc2c1S(=O)CC2. RXN SMILES: [CH3:36][OH:37].[Cl:1][c:2]1[cH:3][cH:4][c:5]([N:8]2[CH2:9][CH2:10][N:11]([c:14]3[n:15][c:16]([N:24]4[CH:25]([C:30](=[O:31])[O:32][CH3:33])[CH2:26][CH:27]([OH:29])[CH2:28]4)[c:17]4[c:18]([n:19]3)[CH2:20][CH2:21][S:22]4=[O:23])[CH2:12][CH2:13]2)[cH:6][cH:7]1.[Na+:35].[OH-:34]>>[Cl:1][c:2]1[cH:3][cH:4][c:5]([N:8]2[CH2:9][CH2:10][N:11]([c:14]3[n:15][c:16]([N:24]4[CH:25]([C:30](=[O:31])[OH:32])[CH2:26][CH:27]([OH:29])[CH2:28]4)[c:17]4[c:18]([n:19]3)[CH2:20][CH2:21][S:22]4=[O:23])[CH2:12][CH2:13]2)[cH:6][cH:7]1. The reactants are BrCCCCCCCC(=O)O (8-bromooctanoic acid), C1(=CC=CC=C1)C (toluene), C1(=CC=CC=C1)P(C1=CC=CC=C1)C1=CC=CC=C1 (triphenylphosphine). Yields the product [Br-].C(=O)(O)CCCCCCCC[P+](C1=CC=CC=C1)(C1=CC=CC=C1)C1=CC=CC=C1 ((8-carboxyoctyl)triphenylphosphonium bromide). As a reaction SMILES: [Br:1][CH2:2][CH2:3][CH2:4][CH2:5][CH2:6][CH2:7][CH2:8][C:9]([OH:11])=[O:10].[C:12]1([P:18]([C:25]2[CH:30]=[CH:29][CH:28]=[CH:27][CH:26]=2)[C:19]2[CH:24]=[CH:23][CH:22]=[CH:21][CH:20]=2)[CH:17]=[CH:16][CH:15]=[CH:14][CH:13]=1.[C:31]1(C)C=CC=CC=1>>[Br-:1].[C:9]([CH2:8][CH2:7][CH2:6][CH2:5][CH2:4][CH2:3][CH2:2][CH2:31][P+:18]([C:12]1[CH:13]=[CH:14][CH:15]=[CH:16][CH:17]=1)([C:19]1[CH:24]=[CH:23][CH:22]=[CH:21][CH:20]=1)[C:25]1[CH:26]=[CH:27][CH:28]=[CH:29][CH:30]=1)([OH:11])=[O:10] |f:3.4|. Procedure: Dissolve 8-bromooctanoic acid (1.0 g) in anhydrous toluene (3 mL) and add triphenylphosphine (1.21 g). Heat to reflux overnight. Separate the lower phase crystallize (ethanol/ethyl ether) to give (8-carboxyoctyl)triphenylphosphonium bromide (1.0 g).